This data is from the Open Reaction Database (ORD), a public repository of structured organic reaction records. The task is: describe an organic reaction: reactants, conditions, products, and yield Reactants: C(O)([O-])=O.[Na+] (sodium hydrogencarbonate), OC=1C=CC(=C(C(=O)O)C1)[N+](=O)[O-] (5-Hydroxy-2-nitro-benzoic acid), C(C)OC(C1=C(C=C(C(=C1)OCCOC)OCCOC)N)=O (2-amino-4,5-bis-(2-methoxy-ethoxy)-benzoic acid ethyl ester), S(=O)(Cl)Cl (Thionyl chloride). Run in CO (methanol). Conditions: temperature 80 celsius, time 12 hour. The product is COC(C1=C(C=CC(=C1)O)[N+](=O)[O-])=O (5-hydroxy-2-nitro-benzoic acid methyl ester). Reaction SMILES: [OH:1][C:2]1[CH:3]=[CH:4][C:5]([N+:11]([O-:13])=[O:12])=[C:6]([CH:10]=1)[C:7]([OH:9])=[O:8].[CH2:14](OC(=O)C1C=C(OCCOC)C(OCCOC)=CC=1N)C.S(Cl)(Cl)=O.C(=O)([O-])O.[Na+]>CO>[CH3:14][O:8][C:7](=[O:9])[C:6]1[CH:10]=[C:2]([OH:1])[CH:3]=[CH:4][C:5]=1[N+:11]([O-:13])=[O:12] |f:3.4|. Reported procedure: 5-Hydroxy-2-nitro-benzoic acid (compound A′) (1.5 g) was dissolved in methanol (15 ml). Thionyl chloride (1.5 ml) was added dropwise to the solution on an ice bath, and the mixture was then stirred at 80° C. for 12 hr. After the completion of the reaction, the reaction solution was neutralized with a saturated aqueous sodium hydrogencarbonate solution, and was then subjected to separatory extraction with ethyl acetate. The organic layer was washed with saturated brine, was dried over sodium sulf... The reactants are CN1CCn2c(c(OCc3ccccc3)c3c(=O)n(Cc4ccc(F)cc4)nc(Br)c32)C1=O, [Cs+], [F-], C1COCCO1, O=C(C=Cc1ccccc1)C=Cc1ccccc1, O=C(C=Cc1ccccc1)C=Cc1ccccc1, O=C(C=Cc1ccccc1)C=Cc1ccccc1, [Pd], [Pd], OB(O)c1cncnc1. Product: CN1CCn2c(c(OCc3ccccc3)c3c(=O)n(Cc4ccc(F)cc4)nc(-c4cncnc4)c32)C1=O. As a reaction SMILES: [CH2:1]([c:2]1[cH:3][cH:4][cH:5][cH:6][cH:7]1)[O:8][c:9]1[c:10]2[n:11]([c:12]3[c:13]([Br:27])[n:14][n:15]([CH2:19][c:20]4[cH:21][cH:22][c:23]([F:26])[cH:24][cH:25]4)[c:16](=[O:18])[c:17]13)[CH2:28][CH2:29][N:30]([CH3:33])[C:31]2=[O:32].[Cs+:44].[F-:43].[O:45]1[CH2:46][CH2:47][O:48][CH2:49][CH2:50]1.[O:53]=[C:54]([CH:55]=[CH:56][c:57]1[cH:58][cH:59][cH:60][cH:61][cH:62]1)[CH:63]=[CH:64][c:65]1[cH:66][cH:67][cH:68][cH:69][cH:70]1.[O:71]=[C:72]([CH:73]=[CH:74][c:75]1[cH:76][cH:77][cH:78][cH:79][cH:80]1)[CH:81]=[CH:82][c:83]1[cH:84][cH:85][cH:86][cH:87][cH:88]1.[O:89]=[C:90]([CH:91]=[CH:92][c:93]1[cH:94][cH:95][cH:96][cH:97][cH:98]1)[CH:99]=[CH:100][c:101]1[cH:102][cH:103][cH:104][cH:105][cH:106]1.[Pd:51].[Pd:52].[n:34]1[cH:35][n:36][cH:37][c:38]([B:40]([OH:41])[OH:42])[cH:39]1>>[CH2:1]([c:2]1[cH:3][cH:4][cH:5][cH:6][cH:7]1)[O:8][c:9]1[c:10]2[n:11]([c:12]3[c:13](-[c:38]4[cH:37][n:36][cH:35][n:34][cH:39]4)[n:14][n:15]([CH2:19][c:20]4[cH:21][cH:22][c:23]([F:26])[cH:24][cH:25]4)[c:16](=[O:18])[c:17]13)[CH2:28][CH2:29][N:30]([CH3:33])[C:31]2=[O:32]. Starting materials: C(C)(C)N(C(C)C)CC (N,N-diisopropylethylamine), C(=O)C1=CC=C(C(=O)Cl)C=C1 (4-formylbenzoyl chloride), C(#N)C1=CC=C(CN)C=C1 (4-cyanobenzylamine). The reagents and catalysts are CN(C1=CC=NC=C1)C (4-(dimethylamino)pyridine). Product: C(#N)C1=CC=C(CNC(C2=CC=C(C=C2)C=O)=O)C=C1 (N-(4-cyanobenzyl)-4-formylbenzamide). Yield: 55.5%. As a reaction SMILES: [C:1]([C:3]1[CH:10]=[CH:9][C:6]([CH2:7][NH2:8])=[CH:5][CH:4]=1)#[N:2].C(N(CC)C(C)C)(C)C.[CH:20]([C:22]1[CH:30]=[CH:29][C:25]([C:26](Cl)=[O:27])=[CH:24][CH:23]=1)=[O:21]>CN(C)C1C=CN=CC=1>[C:1]([C:3]1[CH:10]=[CH:9][C:6]([CH2:7][NH:8][C:26](=[O:27])[C:25]2[CH:29]=[CH:30][C:22]([CH:20]=[O:21])=[CH:23][CH:24]=2)=[CH:5][CH:4]=1)#[N:2]. Reported procedure: In the same manner as that described in Example 2(1), a reaction was carried out using 4-cyanobenzylamine (329 mg, 2.5 mmol), described in J. Am. Chem. Soc., 81, 4328 (1959), N,N-diisopropylethylamine (0.91 ml, 5.2 mmol), 4-formylbenzoyl chloride (350 mg, 2.1 mmol) and 4-(dimethylamino)pyridine (a catalytic amount) and the reaction mixture was treated according to a similar procedure to that described in Example 2(1) to afford N-(4-cyanobenzyl)-4-formylbenzamide (308 mg, yield 56) as a white sol... Reactants: C(NN)(=O)OC (methyl carbazate), ClCCC(=O)Cl (3-chloro-propionyl chloride). The solvent is C(C)#N (acetonitrile). Reaction conditions: time 16 hour. Yields the product ClCCC(=O)NNC(=O)OC (Methyl 3-(3'-chloro-propionyl)-carbazate). The yield is 78.3%. Reaction SMILES: [C:1]([O:5][CH3:6])(=[O:4])[NH:2][NH2:3].[Cl:7][CH2:8][CH2:9][C:10](Cl)=[O:11]>C(#N)C>[Cl:7][CH2:8][CH2:9][C:10]([NH:3][NH:2][C:1]([O:5][CH3:6])=[O:4])=[O:11]. Reported procedure: To a solution of 45 g. (0.5 moles) of methyl carbazate in 375 ml. of acetonitrile 63.5 g. (0.5 moles) of 3-chloro-propionyl chloride are added dropwise. The reaction mixture is heated to boiling for 16 hours, clarified and cooled. The precipitated crystals are filtered. Thus 70.5 g. of the desired compound are obtained in the form of white crystals. Yield 78.3%. M.p.: 129° C. Reactants: C(C)OC(=O)C1(CC2=CC=C(C(=C2C1)F)F)NC(C1=C(C(=CC=C1)C)C=C(C)C)=O (4,5-Difluoro-2-[3-methyl-2-(2-methyl-propenyl)-benzoylamino]-indan-2-carboxylic acid ethyl ester), [OH-].[K+] (KOH). Solvent: O (water), CCO (EtOH). The product is FC1=C2CC(CC2=CC=C1F)(C(=O)O)NC(C1=C(C(=CC=C1)C)C=C(C)C)=O (4,5-Difluoro-2-[3-methyl-2-(2-methyl-propenyl)-benzoylamino]-indan-2-carboxylic acid), solid. The yield is 73.0%. RXN SMILES: C([O:3][C:4]([C:6]1([NH:17][C:18](=[O:30])[C:19]2[CH:24]=[CH:23][CH:22]=[C:21]([CH3:25])[C:20]=2[CH:26]=[C:27]([CH3:29])[CH3:28])[CH2:14][C:13]2[C:8](=[CH:9][CH:10]=[C:11]([F:16])[C:12]=2[F:15])[CH2:7]1)=[O:5])C.[OH-].[K+]>CCO.O>[F:15][C:12]1[C:11]([F:16])=[CH:10][CH:9]=[C:8]2[C:13]=1[CH2:14][C:6]([NH:17][C:18](=[O:30])[C:19]1[CH:24]=[CH:23][CH:22]=[C:21]([CH3:25])[C:20]=1[CH:26]=[C:27]([CH3:28])[CH3:29])([C:4]([OH:5])=[O:3])[CH2:7]2 |f:1.2|. Reported procedure: 4,5-Difluoro-2-[3-methyl-2-(2-methyl-propenyl)-benzoylamino]-indan-2-carboxylic acid ethyl ester (387) (650 mg, 1.57 mmol) is dissolved in EtOH (50 mL) and set to stir at RT. To this solution is added 5M KOH (4 mL). The reaction mixture is stirred at RT overnight. After concentration in vacuo, the residue obtained is dissolved in water (20 mL) and washed with EtOAc (20 mL). The phases are separated and the aqueous phase is acidified with concentrated HCl to pH 2. The solid precipitate is collect... The reactants are C(C)(C)(C)OC(=O)N1CC(CCC1)(C(C=C)(F)F)NC(=O)OCC1=CC=CC=C1 (3-benzyloxycarbonylamino-3-(1,1-difluoro-allyl)-piperidine-1-carboxylic acid tert-butyl ester), O=[O+][O-] (ozone), [BH4-].[Na+] (sodium borohydride), C([O-])(O)=O.[Na+] (sodium bicarbonate), [Cl-].[Na+] (sodium chloride). The solvent is C(Cl)(Cl)Cl.CO (chloroform methanol). Conditions: temperature 0 celsius, time 50 minute. Yields the product C(C)(C)(C)OC(=O)N1CC(CCC1)(C(CO)(F)F)NC(=O)OCC1=CC=CC=C1 (3-benzyloxycarbonylamino-3-(1,1-difluoro-2-hydroxy-ethyl)-piperidine-1-carboxylic acid tert-butyl ester). Reaction SMILES: [C:1]([O:5][C:6]([N:8]1[CH2:13][CH2:12][CH2:11][C:10]([NH:19][C:20]([O:22][CH2:23][C:24]2[CH:29]=[CH:28][CH:27]=[CH:26][CH:25]=2)=[O:21])([C:14]([F:18])([F:17])[CH:15]=C)[CH2:9]1)=[O:7])([CH3:4])([CH3:3])[CH3:2].[O:30]=[O+][O-].[BH4-].[Na+].C(=O)(O)[O-].[Na+].[Cl-].[Na+]>C(Cl)(Cl)Cl.CO>[C:1]([O:5][C:6]([N:8]1[CH2:13][CH2:12][CH2:11][C:10]([NH:19][C:20]([O:22][CH2:23][C:24]2[CH:25]=[CH:26][CH:27]=[CH:28][CH:29]=2)=[O:21])([C:14]([F:17])([F:18])[CH2:15][OH:30])[CH2:9]1)=[O:7])([CH3:3])([CH3:4])[CH3:2] |f:2.3,4.5,6.7,8.9|. Procedure details: A solution of an optically-active compound of 3-benzyloxycarbonylamino-3-(1,1-difluoro-allyl)-piperidine-1-carboxylic acid tert-butyl ester (15.1 g) in chloroform/methanol (150 ml/150 ml) cooled to −78° C. was flowed ozone air for 30 minutes. To the reaction mixture was added sodium borohydride (4.2 g) in small batches, and then the mixture was warmed to 0° C. and stirred at the same temperature for additional 50 minutes. To the mixture were added saturated aqueous sodium bicarbonate solution an... Starting materials: C(C)(C)(C)OC(=O)N1C=C(C2=CC=CC=C12)C=1C=NC=C(C1)[C@H]1N(CCC1)C(C)C1=CC=C(C=C1)OC (3-(5-{(S)-1-[1-(4-Methoxy-phenyl)-ethyl]-pyrrolidin-2-yl}-pyridin-3-yl)-indole-1-carboxylic Acid Tert-butyl Ester). The solvent is C(=O)(C(F)(F)F)O (TFA). Yields the product N1[C@@H](CCC1)C=1C=C(C=NC1)C1=CNC2=CC=CC=C12 (3-((S)-5-Pyrrolidin-2-yl-pyridin-3-yl)-1H-indole). Yield: 47.0%. RXN SMILES: C(OC([N:8]1[C:16]2[C:11](=[CH:12][CH:13]=[CH:14][CH:15]=2)[C:10]([C:17]2[CH:18]=[N:19][CH:20]=[C:21]([C@@H:23]3[CH2:27][CH2:26][CH2:25][N:24]3C(C3C=CC(OC)=CC=3)C)[CH:22]=2)=[CH:9]1)=O)(C)(C)C>C(O)(C(F)(F)F)=O>[NH:24]1[CH2:25][CH2:26][CH2:27][C@H:23]1[C:21]1[CH:22]=[C:17]([C:10]2[C:11]3[C:16](=[CH:15][CH:14]=[CH:13][CH:12]=3)[NH:8][CH:9]=2)[CH:18]=[N:19][CH:20]=1. Procedure: A solution of 3-(5-{(S)-1-[1-(4-Methoxy-phenyl)-ethyl]-pyrrolidin-2-yl}-pyridin-3-yl)-indole-1-carboxylic acid tert-butyl ester 5 (300 mg, 0.63 mmole) in 4 mL of TFA was heated at 100° C. in a microwave reactor for 20 minutes. The result solution was concentrated to remove TFA as much as possible. The residue was purified by HPLC (Column: Waters Sunfire, 30×30 mm; Mobile phase: CH3CN 15% H2O 85% with 0.1% TFA to CH3CN 60% H2O 40% with 0.1% TFA by gradient in 11 minutes; Flow rate 45 mL/minute; D...